From a dataset of the Open Reaction Database (ORD), a public repository of structured organic reaction records. describe an organic reaction: reactants, conditions, products, and yield Reactants: C, COc1c(Cc2c[nH]c3ccccc23)nc(OCc2ccccc2)c(CC(C)C)[n+]1[O-], CO, ClCCl, [H][H], [Pd]. Product: COc1c(Cc2c[nH]c3ccccc23)[nH]c(=O)c(CC(C)C)[n+]1[O-]. As a reaction SMILES: [C:39].[CH2:1]([c:2]1[cH:3][cH:4][cH:5][cH:6][cH:7]1)[O:8][c:9]1[c:10]([CH2:28][CH:29]([CH3:30])[CH3:31])[n+:11]([O-:27])[c:12]([O:25][CH3:26])[c:13]([CH2:15][c:16]2[cH:17][nH:18][c:19]3[cH:20][cH:21][cH:22][cH:23][c:24]23)[n:14]1.[CH3:37][OH:38].[Cl:34][CH2:35][Cl:36].[H:32][H:33].[Pd:40]>>[O:8]=[c:9]1[c:10]([CH2:28][CH:29]([CH3:30])[CH3:31])[n+:11]([O-:27])[c:12]([O:25][CH3:26])[c:13]([CH2:15][c:16]2[cH:17][nH:18][c:19]3[cH:20][cH:21][cH:22][cH:23][c:24]23)[nH:14]1. The solvent is CO (MeOH), CO (MeOH), CO (MeOH). Reported procedure: To a flask under nitrogen was added MeOH (67 mL), and sodium metal (1.15 g, 0.05 g atom) was added in portions over 30 min. To the resulting solution dimethyl malonate (13.2 g, 0.1 mol) in MeOH (10 mL) was added from a dropping funnel over 30 min. The solution was cooled to 0°, and 2,3-dibromopropene (12 g, 0.05 mol) in MeOH (15 mL) was added over 40 min. After a further 45 min at 0°, the pH of the mixture was neutral to litmus paper. The reaction medium was then concentrated under reduced press... Reaction conditions: time 45 minute. RXN SMILES: [Na].[C:2]([O:9][CH3:10])(=[O:8])[CH2:3][C:4]([O:6][CH3:7])=[O:5].[Br:11][C:12]([CH2:14]Br)=[CH2:13]>CO>[CH3:7][O:6][C:4](=[O:5])[CH:3]([CH2:14][C:12]([Br:11])=[CH2:13])[C:2]([O:9][CH3:10])=[O:8] |^1:0|. Reactants: [Na] (sodium), BrC(=C)CBr (2,3-dibromopropene), C(CC(=O)OC)(=O)OC (dimethyl malonate). Yield: 66.1%. Yields the product COC(C(C(=O)OC)CC(=C)Br)=O (2-(2-Bromo-2-propenyl)-1,3-propanedioic Acid Dimethyl Ester). Reactants: NC1=C(C(=NC=2N1N=CC2C=2C=NC1=CC=CC=C1C2)C2CCC(CC2)CC(=O)O)Br (2-(4-(7-amino-6-bromo-3-(quinolin-3-yl)pyrazolo[1,5-a]pyrimidin-5-yl)cyclohexyl)acetic acid), C[Si](CCOCN(C1=CC(=NC=2N1N=CC2C=2C=NC1=CC=CC=C1C2)C2CCC(CC2)CC(=O)OCC)COCC[Si](C)(C)C)(C)C (ethyl 2-(4-(7-(bis((2-(trimethylsilyl)ethoxy)methyl)amino)-3-(quinolin-3-yl)pyrazolo[1,5-a]pyrimidin-5-yl)cyclohexyl)acetate), C[Si](CCOCN(C1=CC(=NC=2N1N=CC2C=2C=NC1=CC=CC=C1C2)C2CC(CCC2)CC(=O)OCC)COCC[Si](C)(C)C)(C)C (ethyl 2-(3-(7-(bis((2-(trimethylsilyl)ethoxy)methyl)amino)-3-(quinolin-3-yl)pyrazolo[1,5-a]pyrimidin-5-yl)cyclohexyl)acetate). Product: NC1=C(C(=NC=2N1N=CC2C=2C=NC1=CC=CC=C1C2)C2CC(CCC2)CC(=O)O)Br (2-(3-(7-Amino-6-bromo-3-(quinolin-3-yl)pyrazolo[1,5-a]pyrimidin-5-yl)cyclohexyl)acetic acid), NC1=C(C(=NC=2N1N=CC2C=2C=NC1=CC=CC=C1C2)C2CCC(CC2)CC#N)Br (2-(4-(7-amino-6-bromo-3-(quinolin-3-yl)pyrazolo[1,5-a]pyrimidin-5-yl)cyclohexyl)acetonitrile). Reaction SMILES: [NH2:1][C:2]1[N:7]2[N:8]=[CH:9][C:10]([C:11]3[CH:12]=[N:13][C:14]4[C:19]([CH:20]=3)=[CH:18][CH:17]=[CH:16][CH:15]=4)=[C:6]2[N:5]=[C:4]([CH:21]2[CH2:26][CH2:25][CH:24]([CH2:27][C:28](O)=O)[CH2:23][CH2:22]2)[C:3]=1[Br:31].C[Si](C)(C)CCOC[N:38](COCC[Si](C)(C)C)C1N2N=CC(C3C=NC4C(C=3)=CC=CC=4)=C2N=C(C2CCCC([CH2:64][C:65]([O:67]CC)=[O:66])C2)C=1.C[Si](C)(C)CCOCN(COCC[Si](C)(C)C)C1N2N=CC(C3C=NC4C(C=3)=CC=CC=4)=C2N=C(C2CCC(CC(OCC)=O)CC2)C=1>>[NH2:1][C:2]1[N:7]2[N:8]=[CH:9][C:10]([C:11]3[CH:12]=[N:13][C:14]4[C:19]([CH:20]=3)=[CH:18][CH:17]=[CH:16][CH:15]=4)=[C:6]2[N:5]=[C:4]([CH:21]2[CH2:26][CH2:25][CH2:24][CH:23]([CH2:64][C:65]([OH:67])=[O:66])[CH2:22]2)[C:3]=1[Br:31].[NH2:1][C:2]1[N:7]2[N:8]=[CH:9][C:10]([C:11]3[CH:12]=[N:13][C:14]4[C:19]([CH:20]=3)=[CH:18][CH:17]=[CH:16][CH:15]=4)=[C:6]2[N:5]=[C:4]([CH:21]2[CH2:26][CH2:25][CH:24]([CH2:27][C:28]#[N:38])[CH2:23][CH2:22]2)[C:3]=1[Br:31]. Procedure: 2-(3-(7-Amino-6-bromo-3-(quinolin-3-yl)pyrazolo[1,5-a]pyrimidin-5-yl)cyclohexyl)acetic acid was synthesized in a manner similar to the synthesis of 2-(4-(7-amino-6-bromo-3-(quinolin-3-yl)pyrazolo[1,5-a]pyrimidin-5-yl)cyclohexyl)acetic acid, but with ethyl 2-(3-(7-(bis((2-(trimethylsilyl)ethoxy)methyl)amino)-3-(quinolin-3-yl)pyrazolo[1,5-a]pyrimidin-5-yl)cyclohexyl)acetate substituted for ethyl 2-(4-(7-(bis((2-(trimethylsilyl)ethoxy)methyl)amino)-3-(quinolin-3-yl)pyrazolo[1,5-a]pyrimidin-5-yl)cyc... Starting materials: CCOC(=O)c1c(O)c2cccn2n(Cc2cccc(C(F)(F)F)c2)c1=O, NCC(=O)[O-], [Na+]. Product: O=C(O)CNC(=O)c1c(O)c2cccn2n(Cc2cccc(C(F)(F)F)c2)c1=O. RXN SMILES: [CH2:1]([O:2][C:4](=[O:5])[c:6]1[c:7]([OH:27])[c:8]2[n:9]([n:10]([CH2:13][c:14]3[cH:15][c:16]([C:20]([F:21])([F:22])[F:23])[cH:17][cH:18][cH:19]3)[c:11]1=[O:12])[cH:24][cH:25][cH:26]2)[CH3:3].[NH2:28][CH2:29][C:30](=[O:31])[O-:32].[Na+:33]>>[C:4](=[O:5])([c:6]1[c:7]([OH:27])[c:8]2[n:9]([n:10]([CH2:13][c:14]3[cH:15][c:16]([C:20]([F:21])([F:22])[F:23])[cH:17][cH:18][cH:19]3)[c:11]1=[O:12])[cH:24][cH:25][cH:26]2)[NH:28][CH2:29][C:30](=[O:31])[OH:32]. The reactants are COC=1C=C(C=CC1OC)C1CC(C(=O)O1)=C=O (4-(3,4-dimethoxyphenyl)-carbonyl-γ-butyrolactone), CNN (methylhydrazine), C(C)O (ethanol). Reaction conditions: time 17 hour. Product: COC=1C=C(C=CC1OC)C=1C(CC(N(N1)C)=O)CO (6-(3,4-Dimethoxyphenyl)-5-hydroxymethyl-2-methyl-2,3,4,5-tetrahydropyridazin-3-one). Reaction SMILES: [CH3:1][O:2][C:3]1[CH:4]=[C:5]([CH:11]2OC(=O)[C:13](=[C:17]=[O:18])[CH2:12]2)[CH:6]=[CH:7][C:8]=1[O:9][CH3:10].[CH3:19][NH:20][NH2:21].[CH2:22]([OH:24])C>>[CH3:1][O:2][C:3]1[CH:4]=[C:5]([C:11]2[CH:12]([CH2:22][OH:24])[CH2:13][C:17](=[O:18])[N:20]([CH3:19])[N:21]=2)[CH:6]=[CH:7][C:8]=1[O:9][CH3:10]. Procedure: 7.5 g (0.03 mol) of 4-(3,4-dimethoxyphenyl)-carbonyl-γ-butyrolactone and 2 ml (0.03 mol) of methylhydrazine are stirred in 50 ml of ethanol at room temperature for 1 hour and then at 90° C. for 17 hours. After the mixture has been cooled, the precipitated product is filtered off with suction and dried. Starting materials: [Cl-], [Cu+2], Nc1c(S(=O)(=O)O)cc(Br)c2c1C(=O)c1ccccc1C2=O, Nc1ccc(O)cc1, [Na+], O=S(=O)([O-])[O-]. Yields the product Nc1c(S(=O)(=O)O)cc(Nc2ccc(O)cc2)c2c1C(=O)c1ccccc1C2=O. RXN SMILES: [Cl-:32].[Cu+2:33].[NH2:1][c:2]1[c:3]([S:19](=[O:20])(=[O:21])[OH:22])[cH:4][c:5]([Br:18])[c:6]2[c:15]1[C:14](=[O:16])[c:13]1[c:8]([cH:9][cH:10][cH:11][cH:12]1)[C:7]2=[O:17].[NH2:23][c:24]1[cH:25][cH:26][c:27]([OH:28])[cH:29][cH:30]1.[Na+:31].[O-:34][S:35](=[O:36])(=[O:37])[O-:38]>>[NH2:1][c:2]1[c:3]([S:19](=[O:20])(=[O:21])[OH:22])[cH:4][c:5]([NH:23][c:24]2[cH:25][cH:26][c:27]([OH:28])[cH:29][cH:30]2)[c:6]2[c:15]1[C:14](=[O:16])[c:13]1[c:8]([cH:9][cH:10][cH:11][cH:12]1)[C:7]2=[O:17].